From a dataset of the Open Reaction Database (ORD), a public repository of structured organic reaction records. describe an organic reaction: reactants, conditions, products, and yield Starting materials: COc1cccc(CCC(=O)c2c[nH]cn2)c1OC, [Na+], [OH-], O=P(O)(O)O, O=S(=O)(O)O. Product: COc1ccc2c(c1OC)CC=C2c1c[nH]cn1. As a reaction SMILES: [CH3:1][O:2][c:3]1[c:4]([CH2:11][CH2:12][C:13](=[O:14])[c:15]2[n:16][cH:17][nH:18][cH:19]2)[cH:5][cH:6][cH:7][c:8]1[O:9][CH3:10].[Na+:31].[OH-:30].[P:20](=[O:21])([OH:22])([OH:23])[OH:24].[S:25](=[O:26])(=[O:27])([OH:28])[OH:29]>>[CH3:1][O:2][c:3]1[c:4]2[c:5]([cH:6][cH:7][c:8]1[O:9][CH3:10])[C:13]([c:15]1[n:16][cH:17][nH:18][cH:19]1)=[CH:12][CH2:11]2. The reactants are BrBr (bromine), NC1=CC=CC(=N1)C (6-aminopicoline), [OH-].[Na+] (NaOH). Solvent: S(O)(O)(=O)=O (sulfuric acid), O (water), ice water. The product is NC1=CC=C(C(=N1)C)Br (6-amino-3-bromo-2-picoline). Yield: 55.2%. Reaction SMILES: [NH2:1][C:2]1[N:7]=[C:6]([CH3:8])[CH:5]=[CH:4][CH:3]=1.[Br:9]Br.[OH-].[Na+]>S(=O)(=O)(O)O.O>[NH2:1][C:2]1[N:7]=[C:6]([CH3:8])[C:5]([Br:9])=[CH:4][CH:3]=1 |f:2.3|. Procedure details: 32.4 g(0.3 mole) of 6-aminopicoline was dissolved in a mixture of 28 g of conc. sulfuric acid and 120 ml of water and the resulting solution was cooled in ice water. 52.8 g(0.33 mole) of bromine was added dropwise to the solution over 30 minutes at 0° C. The reaction solution was stirred for 20 minutes at room temperature and neutralized with cold aqueous NaOH solution. The resultant was filtered and purified by column chromatography using methylene chloride and ethyl acetate as an eluent to obt... The reactants are CS(C)=O, O=C(Cl)C(=O)Cl, ClCCl, O, CC(C)(C)OC(=O)NCc1cc(NC(=O)C2CCc3ccc(Oc4ccnc(CO)c4)cc3C2)cc(C(F)(F)F)c1. The product is CC(C)(C)OC(=O)NCc1cc(NC(=O)C2CCc3ccc(Oc4ccnc(C=O)c4)cc3C2)cc(C(F)(F)F)c1. As a reaction SMILES: [CH3:7][S:8]([CH3:9])=[O:10].[Cl:1][C:2]([C:3]([Cl:4])=[O:5])=[O:6].[Cl:53][CH2:54][Cl:55].[OH2:52].[OH:11][CH2:12][c:13]1[n:14][cH:15][cH:16][c:17]([O:19][c:20]2[cH:21][cH:22][c:23]3[c:28]([cH:29]2)[CH2:27][CH:26]([C:30](=[O:31])[NH:32][c:33]2[cH:34][c:35]([CH2:36][NH:37][C:38]([O:39][C:40]([CH3:41])([CH3:42])[CH3:43])=[O:44])[cH:45][c:46]([C:48]([F:49])([F:50])[F:51])[cH:47]2)[CH2:25][CH2:24]3)[cH:18]1>>[O:11]=[CH:12][c:13]1[n:14][cH:15][cH:16][c:17]([O:19][c:20]2[cH:21][cH:22][c:23]3[c:28]([cH:29]2)[CH2:27][CH:26]([C:30](=[O:31])[NH:32][c:33]2[cH:34][c:35]([CH2:36][NH:37][C:38]([O:39][C:40]([CH3:41])([CH3:42])[CH3:43])=[O:44])[cH:45][c:46]([C:48]([F:49])([F:50])[F:51])[cH:47]2)[CH2:25][CH2:24]3)[cH:18]1.